From a dataset of the Open Reaction Database (ORD), a public repository of structured organic reaction records. describe an organic reaction: reactants, conditions, products, and yield The reactants are ClS(=O)(=O)O (chlorosulfonic acid), BrC1=CC(=CC=C1)C(C)(C)C (1-bromo-3-tert-butylbenzene), CO (Methanol). Run in ClCCl (dichloromethane). Run at temperature 0 celsius, time 30 minute. Yields the product BrC1=C(C=CC(=C1)C(C)(C)C)S(=O)(=O)O (2-Bromo-4-tert-butylbenzenesulfonic acid). The yield is 90.8%. As a reaction SMILES: [Br:1][C:2]1[CH:7]=[CH:6][CH:5]=[C:4]([C:8]([CH3:11])([CH3:10])[CH3:9])[CH:3]=1.Cl[S:13]([OH:16])(=[O:15])=[O:14].CO>ClCCl>[Br:1][C:2]1[CH:3]=[C:4]([C:8]([CH3:11])([CH3:10])[CH3:9])[CH:5]=[CH:6][C:7]=1[S:13]([OH:16])(=[O:15])=[O:14]. Procedure details: To a cooled (0° C.) solution of commercially available 1-bromo-3-tert-butylbenzene (42.6 g; 199 mmol) in anhydrous dichloromethane (800 mL) was added chlorosulfonic acid (15.9 mL; 239.0 mmol) dropwise. After addition was complete, the reaction was stirred at 0° C. for an additional 30 minutes, allowed to gradually warm to room temperature and further stirred overnight. The reaction mixture was concentrated under reduced pressure to about 500 mL and washed with aqueous hydrochloric acid (20 mL; 2... The reactants are C[SiH2]O[Si](C)(C)C (tetramethyidisiloxane), C(C(=C)C)(=O)OCC=C (allyl methacrylate), C1=CC=C(C=C1)P(C2=CC=CC=C2)C3=CC=CC=C3 (PPh3). Reagents/catalysts: Karstedt's catalyst. Reaction conditions: time 3 hour. Yields the product C[Si](O[SiH](C)C)(C)CCCOC(C=C)=O (2-Propenoic acid-3-(1,1,3,3-tetramethyldisiloxanyl)propyl ester). As a reaction SMILES: [CH3:1][SiH2:2][O:3][Si:4]([CH3:7])([CH3:6])[CH3:5].[C:8]([O:13][CH2:14][CH:15]=C)(=[O:12])[C:9](C)=[CH2:10].[CH:17]1C=CC(P(C2C=CC=CC=2)C2C=CC=CC=2)=CC=1>>[CH3:5][Si:4]([CH2:7][CH2:15][CH2:14][O:13][C:8](=[O:12])[CH:9]=[CH2:10])([CH3:6])[O:3][SiH:2]([CH3:17])[CH3:1]. Reported procedure: Into a 1000 mL round bottom flask, equipped with a Teflon-coated stir bar and located in a water bath at room temperature, is added tetramethyidisiloxane (134 grams, 1 mole) and allyl methacrylate (126 grams, 1 mole). A reaction is initiated by the addition of Karstedt's catalyst (0.5 mL) and the charge is stirred for 3 hours. At this point PPh3 (10 mL) is added and the charge is vacuum distilled (0.1 millibar) at 50° C. The product, 112 grams of colorless liquid, is rectified on a spinning band... The reactants are OC=1C=CC=C2C=CC=NC12 (8-hydroxyquinoline), N1CCNCC1 (piperazine), CC(C)([O-])C.[K+] (potassium t-butoxide), C1CCOC1 (THF), [OH-].[Na+] (sodium hydroxide). Conditions: time 5 day. The product is C1(=CC=CC=C1)C(N1CCN(CC1)CC(COC=1C=CC=C2C=CC=NC12)O)C1=CC=CC=C1 (8-[3-(4-diphenylmethylpiperazine-1-yl)-2-hydroxypropoxy]-quinoline). RXN SMILES: [OH:1][C:2]1[CH:3]=[CH:4][CH:5]=[C:6]2[C:11]=1[N:10]=[CH:9][CH:8]=[CH:7]2.[NH:12]1[CH2:17][CH2:16][NH:15][CH2:14][CH2:13]1.[CH3:18][C:19](C)([O-:21])[CH3:20].[K+].[OH-].[Na+].[CH2:26]1[CH2:30]O[CH2:28][CH2:27]1>>[C:26]1([CH:30]([C:2]2[CH:3]=[CH:4][CH:5]=[CH:6][CH:11]=2)[N:12]2[CH2:17][CH2:16][N:15]([CH2:18][CH:19]([OH:21])[CH2:20][O:1][C:2]3[CH:3]=[CH:4][CH:5]=[C:6]4[C:11]=3[N:10]=[CH:9][CH:8]=[CH:7]4)[CH2:14][CH2:13]2)[CH:9]=[CH:8][CH:7]=[CH:28][CH:27]=1 |f:2.3,4.5|. Procedure: In 5 ml of dried THF were dissolved 200 mg of 8-hydroxyquinoline and 319 mg of the piperazine compound prepared in Example 23-(b), and 120 mg of potassium t-butoxide was further added thereto. The liquid was then stirred at room temperature for 5 days, and 20 ml of a 1N aqueous sodium hydroxide solution was poured into the liquid, followed by extracting with 100 ml of methylene chloride. Afterward, the methylene chloride solution was washed with a dilute aqueous sodium hydroxide solution, and wa... Reactants: Pd[(PPh3)]4, BrC1=C(C=C(CO)C=C1)F (4-Bromo-3-fluorobenzyl alcohol), CN(C)C=O (DMF), O (H2O). Reagents/catalysts: [C-]#N.[Zn+2].[C-]#N (zinc cyanide). Run at temperature 95 celsius, time 15 minute. Yields the product FC1=C(C#N)C=CC(=C1)CO (2-fluoro-4-hydroxymethylbenzonitrile). RXN SMILES: Br[C:2]1[CH:9]=[CH:8][C:5]([CH2:6][OH:7])=[CH:4][C:3]=1[F:10].O.[CH3:12][N:13](C=O)C>[C-]#N.[Zn+2].[C-]#N>[F:10][C:3]1[CH:4]=[C:5]([CH2:6][OH:7])[CH:8]=[CH:9][C:2]=1[C:12]#[N:13] |f:3.4.5|. Procedure: 4-Bromo-3-fluorobenzyl alcohol( 20 g, 0.097 mol) was dissolved in DMF (100 mL) and then placed under high vacuum for 15 min. The solution was then purged with Ar for 15 min. While purging continued, zinc cyanide ( 8 g, 0.068 mol) and the catalyst, Pd[(PPh3)]4, (5.63 g, 0.0049 mol) were added. The reaction mixture was heated at 95° C. under Ar for 18 h, then cooled to ambient temperature and added to H2O. The mixture was extracted with EtOAc, then washed with 1 M HCl, H2O, brine, and dried (Na2SO... Reactants: CCO, [Na+], [OH-], CC(CCCC(C)(C)O)C1CCC2C3=CC=C4CC(O)(CC(=O)[O-])CCC4(C)C3CCC21C. Product: CC(CCCC(C)(C)O)C1CCC2C3=CC=C4CC(O)CCC4(C)C3CCC21C. As a reaction SMILES: [CH3:36][CH2:37][OH:38].[Na+:35].[OH-:34].[OH:1][C:2]1([CH2:30][C:31]([O-:32])=[O:33])[CH2:3][C:4]2=[CH:5][CH:6]=[C:7]3[CH:8]4[CH2:9][CH2:10][CH:11]([CH:12]([CH2:13][CH2:14][CH2:15][C:16]([CH3:17])([CH3:18])[OH:19])[CH3:20])[C:21]4([CH3:29])[CH2:22][CH2:23][CH:24]3[C:25]2([CH3:28])[CH2:26][CH2:27]1>>[OH:1][CH:2]1[CH2:3][C:4]2=[CH:5][CH:6]=[C:7]3[CH:8]4[CH2:9][CH2:10][CH:11]([CH:12]([CH2:13][CH2:14][CH2:15][C:16]([CH3:17])([CH3:18])[OH:19])[CH3:20])[C:21]4([CH3:29])[CH2:22][CH2:23][CH:24]3[C:25]2([CH3:28])[CH2:26][CH2:27]1. Starting materials: ClC=1C=C(C(=O)OO)C=CC1 (3-chloroperoxybenzoic acid), [Si](C)(C)(C(C)(C)C)O[C@H](C)[C@H]1C(N[C@@H]1SC1=CC=CC=C1)=O ((3S,4R)-3-[(1R)-1-t-butyldimethylsilyloxyethyl]-4-phenylthio-2-azetidinone). Run in C(Cl)Cl (methylene chloride), C(Cl)Cl (methylene chloride). Run at time 6 hour. The product is [Si](C)(C)(C(C)(C)C)O[C@H](C)[C@H]1C(N[C@@H]1S(=O)C1=CC=CC=C1)=O ((3S,4R)-3-[(1R)-1-t-Butyldimethylsilyloxyethyl]-4-phenylsulfinylazetidin-2-one). The yield is 90.7%. Reaction SMILES: ClC1C=C(C=CC=1)C(OO)=[O:6].[Si:12]([O:19][C@@H:20]([C@@H:22]1[C@@H:25]([S:26][C:27]2[CH:32]=[CH:31][CH:30]=[CH:29][CH:28]=2)[NH:24][C:23]1=[O:33])[CH3:21])([C:15]([CH3:18])([CH3:17])[CH3:16])([CH3:14])[CH3:13]>C(Cl)Cl>[Si:12]([O:19][C@@H:20]([C@@H:22]1[C@@H:25]([S:26]([C:27]2[CH:28]=[CH:29][CH:30]=[CH:31][CH:32]=2)=[O:6])[NH:24][C:23]1=[O:33])[CH3:21])([C:15]([CH3:18])([CH3:16])[CH3:17])([CH3:14])[CH3:13]. Procedure: 1.5 g of 3-chloroperoxybenzoic acid was added, whilst ice-cooling, to a solution of 2 g of (3S,4R)-3-[(1R)-1-t-butyldimethylsilyloxyethyl]-4-phenylthio-2-azetidinone [prepared as described in step (i) above] in 30 ml of methylene chloride, and the resulting mixture was stirred at room temperature for 6 hours. At the end of this time, the reaction mixture was mixed with 30 ml of methylene chloride, end the organic layer was separated and washed with water, with a saturated aqueous solution of sod...